Task: describe an organic reaction: reactants, conditions, products, and yield. Dataset: the Open Reaction Database (ORD), a public repository of structured organic reaction records The reactants are ClC(=O)OCC(C)C (Isobutyl chloroformate), ice, COCC#CC(=O)O (4-methoxy-2-butynoic acid), CN1CCOCC1 (N-methylmorpholine), N#N (N2), NC=1C=C2C(=C(C=NC2=CC1)C#N)NC1=CC(=CC=C1)Br (6-amino-4-[(3-bromophenyl)amino]-3-quinolinecarbonitrile). The solvent is N1=CC=CC=C1 (pyridine). Reaction conditions: time 30 minute. Product: BrC=1C=C(C=CC1)NC1=C(C=NC2=CC=C(C=C12)NC(C#CCOC)=O)C#N (N-[4-[(3-Bromophenyl)amino]-3-cyano-6-quinolinyl]-4-methoxy-2-butynamide). Isolated yield 39.3%. As a reaction SMILES: ClC(OCC(C)C)=O.[CH3:9][O:10][CH2:11][C:12]#[C:13][C:14]([OH:16])=O.CN1CCOCC1.N#N.[NH2:26][C:27]1[CH:28]=[C:29]2[C:34](=[CH:35][CH:36]=1)[N:33]=[CH:32][C:31]([C:37]#[N:38])=[C:30]2[NH:39][C:40]1[CH:45]=[CH:44][CH:43]=[C:42]([Br:46])[CH:41]=1>N1C=CC=CC=1>[Br:46][C:42]1[CH:41]=[C:40]([NH:39][C:30]2[C:29]3[C:34](=[CH:35][CH:36]=[C:27]([NH:26][C:14](=[O:16])[C:13]#[C:12][CH2:11][O:10][CH3:9])[CH:28]=3)[N:33]=[CH:32][C:31]=2[C:37]#[N:38])[CH:45]=[CH:44][CH:43]=1. Procedure details: Isobutyl chloroformate (0.432 g, 3.2 mmol) was dropwise added into an ice cold solution of 4-methoxy-2-butynoic acid (0.72 g, 6.32 mmol) and N-methylmorpholine (0.959 g, 9.78 mmol) in 20 mL of tetrahydrofuan under N2. After stirring for 30 min, a solution of 0.5 g (1.58 mmol) of 6-amino-4-[(3-bromophenyl)amino]-3-quinolinecarbonitrile in 8 mL of pyridine was added dropwise and the mixture was stirred at 0° C. for 2 hr. The reaction was quenched with ice water, poured into saturated sodium bicarb... The reactants are Cl (hydrochloric acid), C(CC)C=1C=C2C=CC(=CC2=CC1)O (6-propyl-2-naphthol), FC(S(=O)(=O)[O-])(F)F.[Na+] (sodium trifluoromethanesulfonate), N,N′-difluoro-2,21′-dipyridinium bistetrafluoroborate. Run in ClCCl (dichloromethane), O (water). Reaction conditions: time 8 hour. The product is FC1=C(C=CC2=CC(=CC=C12)CCC)O (1-fluoro-6-propyl-2-naphthol). Isolated yield 800.3%. RXN SMILES: [CH2:1]([C:4]1[CH:5]=[C:6]2[C:11](=[CH:12][CH:13]=1)[CH:10]=[C:9]([OH:14])[CH:8]=[CH:7]2)[CH2:2][CH3:3].[F:15]C(F)(F)S([O-])(=O)=O.[Na+].Cl>ClCCl.O>[F:15][C:10]1[C:11]2[C:6](=[CH:5][C:4]([CH2:1][CH2:2][CH3:3])=[CH:13][CH:12]=2)[CH:7]=[CH:8][C:9]=1[OH:14] |f:1.2|. Procedure details: To a solution of 20 g of 6-propyl-2-naphthol and 1.8 g of sodium trifluoromethanesulfonate in 80 ml of dichloromethane was added 23.7 g of N,N′-difluoro-2,21′-dipyridinium bistetrafluoroborate. The reaction mixture was then stirred for 8 hours. The reaction solution was then poured in water. To the reaction mixture was then added diluted hydrochloric acid. The resulting organic phase was then separated. The resulting aqueous phase was extracted with toluene. The organic phase and the material th... Reactants: NC1=C2N=CN(C2=NC=N1)[C@H]1[C@@H]([C@@H]([C@](O1)(OCP(OCC)(OCC)=O)C)O[Si](C)(C)C(C)(C)C)O[Si](C)(C)C(C)(C)C (diethyl ((2R,3S,4R,5R)-5-(6-amino-9H-purin-9-yl)-3,4-bis(tert-butyldimethylsilyloxy)-2-methyl-tetrahydrofuran-2-yloxy)methylphosphonate), solution, [F-].C(CCC)[N+](CCCC)(CCCC)CCCC (tetrabutylammonium fluoride). Run in C1CCOC1 (THF), C1CCOC1 (THF). Reaction conditions: time 1 hour. The product is NC1=C2N=CN(C2=NC=N1)[C@H]1[C@@H]([C@@H]([C@](O1)(OCP(OCC)(OCC)=O)C)O)O (diethyl ((2R,3S,4R,5R)-5-(6-amino-9H-purin-9-yl)-3,4-dihydroxy-2-methyl-tetrahydrofuran-2-yloxy)methylphosphonate). Isolated yield 56.9%. RXN SMILES: [NH2:1][C:2]1[N:10]=[CH:9][N:8]=[C:7]2[C:3]=1[N:4]=[CH:5][N:6]2[C@@H:11]1[O:15][C@:14]([CH3:26])([O:16][CH2:17][P:18](=[O:25])([O:22][CH2:23][CH3:24])[O:19][CH2:20][CH3:21])[C@@H:13]([O:27][Si](C(C)(C)C)(C)C)[C@H:12]1[O:35][Si](C(C)(C)C)(C)C.[F-].C([N+](CCCC)(CCCC)CCCC)CCC>C1COCC1>[NH2:1][C:2]1[N:10]=[CH:9][N:8]=[C:7]2[C:3]=1[N:4]=[CH:5][N:6]2[C@@H:11]1[O:15][C@:14]([CH3:26])([O:16][CH2:17][P:18](=[O:25])([O:19][CH2:20][CH3:21])[O:22][CH2:23][CH3:24])[C@@H:13]([OH:27])[C@H:12]1[OH:35] |f:1.2|. Reported procedure: To a solution of compound 31.3 (102 mg, 0.16 mmol) in THF (5 mL) was added a 1N solution of tetrabutylammonium fluoride in THF (0.15 mL, 0.5 mmol). The mixture was stirred at r.t. for 1 h and concentrated down under reduced pressure. The residue was subjected to a silica gel column chromatography eluting with 10% MeOH in CH2Cl2 to give compound 31.4 (38 mg, 59% yield). 1H NMR (300 MHz, CD3OD): δ 1.28 (m, 6H), 1.52 (s, 3H), 3.62 (m, 1H), 3.80 (m, 2H), 4.02 (m, 4H), 4.11 (m, 1H), 6.15 (d, 1H, J=7.... Starting materials: ClC=1C=C(C=C(C1)Cl)SC1=C(N=C(N1COCCO)C)C(C)C (5-(3,5-Dichlorophenylthio)-4-isopropyl-1-[2-hydroxyethoxymethyl]-2-methyl-1H-imidazole), C(C(C)(C)C)(=O)OCI (pivaloyloxymethyl iodide). The product is CC(C(=O)OCOCCOCN1C(=NC(=C1SC1=CC(=CC(=C1)Cl)Cl)C(C)C)C)(C)C (2- [5-(3,5-Dichlorophenylthio)-4-isopropyl-2-methyl-imidazol- 1 -ylmethoxy]ethyl 2,2-dimethylpropionyloxymethyl ether). Yield: 32.3%. As a reaction SMILES: [Cl:1][C:2]1[CH:3]=[C:4]([S:9][C:10]2[N:14]([CH2:15][O:16][CH2:17][CH2:18][OH:19])[C:13]([CH3:20])=[N:12][C:11]=2[CH:21]([CH3:23])[CH3:22])[CH:5]=[C:6]([Cl:8])[CH:7]=1.[C:24]([O:30][CH2:31]I)(=[O:29])[C:25]([CH3:28])([CH3:27])[CH3:26]>>[CH3:26][C:25]([CH3:28])([CH3:27])[C:24]([O:30][CH2:31][O:19][CH2:18][CH2:17][O:16][CH2:15][N:14]1[C:10]([S:9][C:4]2[CH:5]=[C:6]([Cl:8])[CH:7]=[C:2]([Cl:1])[CH:3]=2)=[C:11]([CH:21]([CH3:23])[CH3:22])[N:12]=[C:13]1[CH3:20])=[O:29]. Reported procedure: The compound 8 (375 mg, 1 mmol) was alkylated with the pivaloyloxymethyl iodide (1.21 g, 5 mmol) under potassium carbonate (415 mg, 3 mmol) in the same manner as the example 61 to give the compound 77 (158 mg, 32%) as oil. Rf 0.26 (1:1 EtOAc - hexane). The reactants are O=C(O)c1ccc(OCC(F)(F)F)cn1, CC1(c2cccc(N)c2)COCC(=S)N1. The product is CC1(c2cccc(NC(=O)c3ccc(OCC(F)(F)F)cn3)c2)COCC(=S)N1. Reaction SMILES: [F:1][C:2]([CH2:3][O:4][c:5]1[cH:6][cH:7][c:8]([C:11](=[O:12])[OH:13])[n:9][cH:10]1)([F:14])[F:15].[NH2:16][c:17]1[cH:18][c:19]([C:23]2([CH3:30])[NH:24][C:25](=[S:29])[CH2:26][O:27][CH2:28]2)[cH:20][cH:21][cH:22]1>>[F:1][C:2]([CH2:3][O:4][c:5]1[cH:6][cH:7][c:8]([C:11](=[O:13])[NH:16][c:17]2[cH:18][c:19]([C:23]3([CH3:30])[NH:24][C:25](=[S:29])[CH2:26][O:27][CH2:28]3)[cH:20][cH:21][cH:22]2)[n:9][cH:10]1)([F:14])[F:15].